From a dataset of the Open Reaction Database (ORD), a public repository of structured organic reaction records. describe an organic reaction: reactants, conditions, products, and yield Starting materials: CCOC(C)=O, ClCC=Cc1ccc2ccccc2c1, CN(C)C=O, c1nc[nH]n1. Yields the product C(=Cc1ccc2ccccc2c1)Cn1cncn1. RXN SMILES: [CH3:25][CH2:26][O:27][C:28](=[O:29])[CH3:30].[Cl:1][CH2:2][CH:3]=[CH:4][c:5]1[cH:6][c:7]2[cH:8][cH:9][cH:10][cH:11][c:12]2[cH:13][cH:14]1.[O:20]=[CH:21][N:22]([CH3:23])[CH3:24].[nH:15]1[n:16][cH:17][n:18][cH:19]1>>[CH2:2]([CH:3]=[CH:4][c:5]1[cH:6][c:7]2[cH:8][cH:9][cH:10][cH:11][c:12]2[cH:13][cH:14]1)[n:15]1[n:16][cH:17][n:18][cH:19]1. Reactants: C(C)(=O)C=1C(N(N=CC1N(C)C)C(C)(C)C)=O (4-Acetyl-2-t-butyl-5-dimethylamino-3(2H)-pyridazinone), NN (hydrazine). Solvent: C(C)O (ethanol). Yields the product C(C)(C)(C)N1N=CC2=C(C1=O)C(=NN2)C (5-Tert-butyl-3-methyl-1H-pyrazolo[3,4-d]pyridazin-4(5H)-one). RXN SMILES: [C:1]([C:4]1[C:5](=[O:17])[N:6]([C:13]([CH3:16])([CH3:15])[CH3:14])[N:7]=[CH:8][C:9]=1[N:10](C)C)(=O)[CH3:2].[NH2:18]N>C(O)C>[C:13]([N:6]1[C:5](=[O:17])[C:4]2[C:1]([CH3:2])=[N:18][NH:10][C:9]=2[CH:8]=[N:7]1)([CH3:16])([CH3:15])[CH3:14]. Reported procedure: 4-Acetyl-2-t-butyl-5-dimethylamino-3(2H)-pyridazinone (2.5 g) was added to hydrazine (3.2 g)/ethanol (30 ml) and the mixture was refluxed for 6 hours. After the ethanol-hydrazine was distilled off, the residue was extracted with ethyl acetate. The organic layer was washed with saturated aqueous NaCl solution, dried over anhydrous magnesium sulfate, and concentrated to dryness. The residue was washed with n-hexane and diethyl ether and dried. White powder, 1.7 g. 1H-NMR (CDCl3) 6: 1.70(9H,s), 2.7... The reactants are ClC1=C(C=CC(=C1)O)C(C(C(F)(F)F)(O)C=1C=CC2=C(N(C(CO2)=O)C)C1)C (6-[2-(2-Chloro-4-hydroxy-phenyl)-1-hydroxy-1-trifluoromethyl-propyl]-4-methyl-4H-benzo[1,4]oxazin-3-one), FC=1C=C(C=CC1C(=O)OC)B(O)O (3-fluoro-4-methoxycarbonylphenylboronic acid). Reagents/catalysts: C(C)(=O)[O-].[Cu+2].C(C)(=O)[O-] (copper-(II)-acetate). Solvent: N1=CC=CC=C1 (pyridine). The product is COC(C1=C(C=C(C=C1)OC1=CC(=C(C=C1)C(C(C(F)(F)F)(C=1C=CC2=C(N(C(CO2)=O)C)C1)O)C)Cl)F)=O (4-{3-Chloro-4-[3,3,3-trifluoro-2-hydroxy-1-methyl-2-(4-methyl-3-oxo-3,4-dihydro-2H-benzo[1,4]oxazin-6-yl)-propyl]-phenoxy}-2-fluoro-benzoic acid methyl ester). As a reaction SMILES: [Cl:1][C:2]1[CH:7]=[C:6]([OH:8])[CH:5]=[CH:4][C:3]=1[CH:9]([CH3:28])[C:10]([C:16]1[CH:17]=[CH:18][C:19]2[O:24][CH2:23][C:22](=[O:25])[N:21]([CH3:26])[C:20]=2[CH:27]=1)([OH:15])[C:11]([F:14])([F:13])[F:12].[F:29][C:30]1[CH:31]=[C:32](B(O)O)[CH:33]=[CH:34][C:35]=1[C:36]([O:38][CH3:39])=[O:37]>C([O-])(=O)C.[Cu+2].C([O-])(=O)C.N1C=CC=CC=1>[CH3:39][O:38][C:36](=[O:37])[C:35]1[CH:34]=[CH:33][C:32]([O:8][C:6]2[CH:5]=[CH:4][C:3]([CH:9]([CH3:28])[C:10]([OH:15])([C:16]3[CH:17]=[CH:18][C:19]4[O:24][CH2:23][C:22](=[O:25])[N:21]([CH3:26])[C:20]=4[CH:27]=3)[C:11]([F:12])([F:13])[F:14])=[C:2]([Cl:1])[CH:7]=2)=[CH:31][C:30]=1[F:29] |f:2.3.4|. Procedure: In analogy to Example 5, 6-[2-(2-chloro-4-hydroxy-phenyl)-1-hydroxy-1-trifluoromethyl-propyl]-4-methyl-4H-benzo[1,4]oxazin-3-one (Example 56, step 4) was reacted with 3-fluoro-4-methoxycarbonylphenylboronic acid, copper-(II)-acetate and pyridine to give the title compound as a white solid. MS (m/e, ISP neg. ion)=566.2 [M−H+] Reactants: CO, Cc1cc(C)n2nc(N)c(C(C)C)c2n1, O=C(Cl)CCC1CCCC1, ClCCl, c1ccncc1. The product is Cc1cc(C)n2nc(NC(=O)CCC3CCCC3)c(C(C)C)c2n1. As a reaction SMILES: [CH3:26][OH:27].[CH:11]([CH3:12])([CH3:13])[c:14]1[c:15]([NH2:25])[n:16][n:17]2[c:18]1[n:19][c:20]([CH3:24])[cH:21][c:22]2[CH3:23].[CH:1]1([CH2:6][CH2:7][C:8](=[O:9])[Cl:10])[CH2:2][CH2:3][CH2:4][CH2:5]1.[Cl:28][CH2:29][Cl:30].[cH:31]1[cH:32][cH:33][n:34][cH:35][cH:36]1>>[CH:1]1([CH2:6][CH2:7][C:8](=[O:9])[NH:25][c:15]2[c:14]([CH:11]([CH3:12])[CH3:13])[c:18]3[n:17]([n:16]2)[c:22]([CH3:23])[cH:21][c:20]([CH3:24])[n:19]3)[CH2:2][CH2:3][CH2:4][CH2:5]1.